From a dataset of the Open Reaction Database (ORD), a public repository of structured organic reaction records. describe an organic reaction: reactants, conditions, products, and yield The reactants are BrC1=NC=C(C=N1)Br (2,5-dibromopyrimidine), C(C)O (ethanol), C(C1=CC=CC=C1)OC=1C=C(C=CC1)B(O)O (3-benzyloxybenzeneboronic acid), C([O-])([O-])=O.[Na+].[Na+] (sodium carbonate). Reagents/catalysts: C=1C=CC(=CC1)[P](C=2C=CC=CC2)(C=3C=CC=CC3)[Pd]([P](C=4C=CC=CC4)(C=5C=CC=CC5)C=6C=CC=CC6)([P](C=7C=CC=CC7)(C=8C=CC=CC8)C=9C=CC=CC9)[P](C=1C=CC=CC1)(C=1C=CC=CC1)C=1C=CC=CC1 (tetrakis(triphenylphosphine)palladium(0)). Run in O (water), C1(=CC=CC=C1)C (toluene). Product: BrC=1C=NC(=NC1)C1=CC(=CC=C1)OCC1=CC=CC=C1 (5-bromo-2-(3-benzyloxyphenyl)pyrimidine). Yield: 70.3%. Reaction SMILES: Br[C:2]1[N:7]=[CH:6][C:5]([Br:8])=[CH:4][N:3]=1.[CH2:9]([O:16][C:17]1[CH:18]=[C:19](B(O)O)[CH:20]=[CH:21][CH:22]=1)[C:10]1[CH:15]=[CH:14][CH:13]=[CH:12][CH:11]=1.C(=O)([O-])[O-].[Na+].[Na+].C(O)C>C1(C)C=CC=CC=1.C1C=CC([P]([Pd]([P](C2C=CC=CC=2)(C2C=CC=CC=2)C2C=CC=CC=2)([P](C2C=CC=CC=2)(C2C=CC=CC=2)C2C=CC=CC=2)[P](C2C=CC=CC=2)(C2C=CC=CC=2)C2C=CC=CC=2)(C2C=CC=CC=2)C2C=CC=CC=2)=CC=1.O>[Br:8][C:5]1[CH:4]=[N:3][C:2]([C:19]2[CH:20]=[CH:21][CH:22]=[C:17]([O:16][CH2:9][C:10]3[CH:15]=[CH:14][CH:13]=[CH:12][CH:11]=3)[CH:18]=2)=[N:7][CH:6]=1 |f:2.3.4,^1:45,47,66,85|. Procedure: 15.00 g (63.10 mmol) of 2,5-dibromopyrimidine (for preparation see: D. W. Arantz and D. J. Brown in Journal of the Chemical Society C, 1971, p. 1889), 14.40 g (63.10 mmol) of 3-benzyloxybenzeneboronic acid, 13.40 g (126.2 mmol) of sodium carbonate and 0.73 g (0.63 mmol) of tetrakis(triphenylphosphine)palladium(0) are heated at 80° C. for 4 hours in 150 ml of toluene, 75 ml of ethanol and 50 ml of water. The reaction mixture is subsequently partitioned between ether and water, the organic phase i...